Dataset: the Open Reaction Database (ORD), a public repository of structured organic reaction records. Task: describe an organic reaction: reactants, conditions, products, and yield The reactants are FC(C)(F)C1=NC=2N(C=C1)C(=CN2)[Sn](CCCC)(CCCC)CCCC (7-(1,1-Difluoroethyl)-3-tributylstannylimidazo[1,2-α]pyrimidine), BrC=1C(=C(C(=CC1)F)C=1C=NC=CC1)F (3-(3-bromo-2,6-difluorophenyl)pyridine). Product: FC(C)(F)C1=NC=2N(C=C1)C(=CN2)C2=C(C(=C(C=C2)F)C=2C=NC=CC2)F (7-(1,1-difluoroethyl)-3-[2,4-difluoro-3-(pyridin-3-yl)phenyl]imidazo[1,2-α]pyrimidine). As a reaction SMILES: [F:1][C:2]([C:5]1[CH:10]=[CH:9][N:8]2[C:11]([Sn](CCCC)(CCCC)CCCC)=[CH:12][N:13]=[C:7]2[N:6]=1)([F:4])[CH3:3].Br[C:28]1[C:29]([F:41])=[C:30]([C:35]2[CH:36]=[N:37][CH:38]=[CH:39][CH:40]=2)[C:31]([F:34])=[CH:32][CH:33]=1>>[F:4][C:2]([C:5]1[CH:10]=[CH:9][N:8]2[C:11]([C:32]3[CH:33]=[CH:28][C:29]([F:41])=[C:30]([C:35]4[CH:36]=[N:37][CH:38]=[CH:39][CH:40]=4)[C:31]=3[F:34])=[CH:12][N:13]=[C:7]2[N:6]=1)([F:1])[CH3:3]. Reported procedure: 7-(1,1-Difluoroethyl)-3-tributylstannylimidazo[1,2-α]pyrimidine was reacted with 3-(3-bromo-2,6-difluorophenyl)pyridine following the procedure described in Example 32 to give 7-(1,1-difluoroethyl)-3-[2,4-difluoro-3-(pyridin-3-yl)phenyl]imidazo[1,2-α]pyrimidine as a white solid: δH (360 MHz, CDCl3) 2.16 (1H, t, J 19), 7.22-7.78 (1H, m), 7.31 (1H, d, J 7), 7.59 (1H, ddd, J 8, 3 and 1), 7.52-7.59 (1H, m), 7.85 (1H, dd, J 8 and 1), 8.03 (1H, s), 8.39 (1H, dd, J 7 and 3), 8.69 (1H, d, J 5 and 3), 8.... RXN SMILES: [CH2:1]([c:2]1[cH:3][cH:4][cH:5][cH:6][cH:7]1)[N:8]1[CH2:9][CH2:10][C:11]([CH3:16])([NH:17][C:18]([C:19]([F:20])([F:21])[F:22])=[O:23])[CH:12]([OH:15])[CH2:13][CH2:14]1.[CH3:27][OH:28].[ClH:24].[H:25][H:26].[OH-:29].[OH-:31].[Pd+2:30]>>[NH:8]1[CH2:9][CH2:10][C:11]([CH3:16])([NH:17][C:18]([C:19]([F:20])([F:21])[F:22])=[O:23])[CH:12]([OH:15])[CH2:13][CH2:14]1. Reactants: CC1(NC(=O)C(F)(F)F)CCN(Cc2ccccc2)CCC1O, CO, Cl, [H][H], [OH-], [OH-], [Pd+2]. The product is CC1(NC(=O)C(F)(F)F)CCNCCC1O. Starting materials: C(N)(=O)C1=C(C=C(OCCCN(CC(C2=CC=CC=C2)O)CC2=CC=CC=C2)C=C1)O (N-[3-(4-carbamoyl-3-hydroxyphenoxy)propyl]-N-(2-hydroxy-2-phenyl-ethyl)-benzylamine). Solvent: C(C)(C)O (isopropanol). Product: C(N)(=O)C1=C(C=C(OCCCNCC(C2=CC=CC=C2)O)C=C1)O (α-[N-[3-(4-Carbamoyl-3-hydroxy-phenoxy)-propyl]-aminomethyl]-benzyl alcohol). Reaction SMILES: [C:1]([C:4]1[CH:30]=[CH:29][C:7]([O:8][CH2:9][CH2:10][CH2:11][N:12](CC2C=CC=CC=2)[CH2:13][CH:14]([OH:21])[C:15]2[CH:20]=[CH:19][CH:18]=[CH:17][CH:16]=2)=[CH:6][C:5]=1[OH:31])(=[O:3])[NH2:2]>C(O)(C)C>[C:1]([C:4]1[CH:30]=[CH:29][C:7]([O:8][CH2:9][CH2:10][CH2:11][NH:12][CH2:13][CH:14]([OH:21])[C:15]2[CH:16]=[CH:17][CH:18]=[CH:19][CH:20]=2)=[CH:6][C:5]=1[OH:31])(=[O:3])[NH2:2]. Procedure: 16.6 g of crude N-[3-(4-carbamoyl-3-hydroxyphenoxy)propyl]-N-(2-hydroxy-2-phenyl-ethyl)-benzylamine are hydrogenated analogously to Example 4 and the reaction mixture is worked up. α-[N-[3-(4-Carbamoyl-3-hydroxy-phenoxy)-propyl]-aminomethyl]-benzyl alcohol with a melting point of 208°-210° is obtained by recrystallisation from isopropanol. Reactants: COC1=CC=C2CCC(CC2=C1)C(=O)OC (methyl 7-methoxy-1,2,3,4tetrahydronaphthalene-2-carboxylate), OC1=CC=C2C=CC(=CC2=C1)C(=O)O (7-hydroxy-2-naphthoic acid). Yields the product OC1=CC=C2CCC(CC2=C1)C(=O)O (7-hydroxy-1,2,3,4-tetrahydronaphthalene-2-carboxylic acid). As a reaction SMILES: C[O:2][C:3]1[CH:12]=[C:11]2[C:6]([CH2:7][CH2:8][CH:9]([C:13]([O:15]C)=[O:14])[CH2:10]2)=[CH:5][CH:4]=1.OC1C=C2C(C=CC(C(O)=O)=C2)=CC=1>>[OH:2][C:3]1[CH:12]=[C:11]2[C:6]([CH2:7][CH2:8][CH:9]([C:13]([OH:15])=[O:14])[CH2:10]2)=[CH:5][CH:4]=1. Procedure details: 7-hydroxy-1,2,3,4-tetrahydronaphthalene-2-carboxylic acid was prepared from methyl 7-methoxy-1,2,3,4tetrahydronaphthalene-2-carboxylate in a manner similar to that described for 7-hydroxy-2-naphthoic acid. The reactants are F[B-](F)(F)F.C[O+](C)C (trimethyloxonium tetrafluoroborate), C(C)(C)(C)C1=NC(=CC(=C1)C)C(C)(C)C (2,6-di-tert-butyl-4-methylpyridine), C(C#CC)OC1=CC=C(C=C1)C[C@@H](C(N(C)C)=O)NC(=O)[C@H]([C@](C(=O)OC(C)(C)C)(CCO)O)\C=C\CCCCCCC(CCCCCCC)=O (tert-Butyl (E)-(2S,3S)-3-[(S)-2-(4-but-2-ynyloxy-phenyl)-1-dimethylcarbamoyl-ethylcarbamoyl]-2-hydroxy-2-(2-hydroxy-ethyl)-12-oxo-nonadec-4-enoate). Solvent: ClCCl (dichloromethane). Reaction conditions: time 5 hour. Product: C(C#CC)OC1=CC=C(C=C1)C[C@@H](C(N(C)C)=O)NC(=O)[C@H]([C@](C(=O)OC(C)(C)C)(CCOC)O)\C=C\CCCCCCC(CCCCCCC)=O (tert-Butyl (E)-(2S,3S)-3-[(S)-2-(4-but-2-ynyloxy-phenyl)-1-dimethylcarbamoyl-ethylcarbamoyl]-2-hydroxy-2-(2-methoxy-ethyl)-12-oxo-nonadec-4-enoate). Yield: 22.4%. Reaction SMILES: [CH2:1]([O:5][C:6]1[CH:11]=[CH:10][C:9]([CH2:12][C@H:13]([NH:19][C:20]([C@@H:22](/[CH:35]=[CH:36]/[CH2:37][CH2:38][CH2:39][CH2:40][CH2:41][CH2:42][C:43](=[O:51])[CH2:44][CH2:45][CH2:46][CH2:47][CH2:48][CH2:49][CH3:50])[C@@:23]([OH:34])([CH2:31][CH2:32][OH:33])[C:24]([O:26][C:27]([CH3:30])([CH3:29])[CH3:28])=[O:25])=[O:21])[C:14](=[O:18])[N:15]([CH3:17])[CH3:16])=[CH:8][CH:7]=1)[C:2]#[C:3][CH3:4].F[B-](F)(F)F.[CH3:57][O+](C)C.C(C1C=C(C)C=C(C(C)(C)C)N=1)(C)(C)C>ClCCl>[CH2:1]([O:5][C:6]1[CH:7]=[CH:8][C:9]([CH2:12][C@H:13]([NH:19][C:20]([C@@H:22](/[CH:35]=[CH:36]/[CH2:37][CH2:38][CH2:39][CH2:40][CH2:41][CH2:42][C:43](=[O:51])[CH2:44][CH2:45][CH2:46][CH2:47][CH2:48][CH2:49][CH3:50])[C@@:23]([OH:34])([CH2:31][CH2:32][O:33][CH3:57])[C:24]([O:26][C:27]([CH3:28])([CH3:29])[CH3:30])=[O:25])=[O:21])[C:14](=[O:18])[N:15]([CH3:17])[CH3:16])=[CH:10][CH:11]=1)[C:2]#[C:3][CH3:4] |f:1.2|. Reported procedure: tert-Butyl (E)-(2S,3S)-3-[(S)-2-(4-but-2-ynyloxy-phenyl)-1-dimethylcarbamoyl-ethylcarbamoyl]-2-hydroxy-2-(2-hydroxy-ethyl)-12-oxo-nonadec-4-enoate (15.0 mg, 21.5 μmol) was dissolved in dichloromethane (0.5 mL), and trimethyloxonium tetrafluoroborate (6.7 mg, 45.1 μmol) and 2,6-di-tert-butyl-4-methylpyridine (9.3 mg, 45.1 μmol) were added at 0° C. The mixture was stirred at room temperature for 5 hours. The reaction mixture was purified by preparative HPLC to obtain the title compound (3.5 mg, 22... Starting materials: CC=1NC2=C(C=NC=C2)N1 (2-methyl-1H-imidazo[4,5-c]pyridine), [H-].[Na+] (sodium hydride), CI (methyl iodide). The solvent is CN(C=O)C (dimethylformamide). Run at time 8 hour. Product: N1C=NC=2C=NC=CC21 (1H-imidazo[4,5-c]pyridine). Reaction SMILES: C[C:2]1[NH:3][C:4]2[CH:9]=[CH:8][N:7]=[CH:6][C:5]=2[N:10]=1.[H-].[Na+].CI>CN(C)C=O>[NH:3]1[C:4]2[CH:9]=[CH:8][N:7]=[CH:6][C:5]=2[N:10]=[CH:2]1 |f:1.2|. Reported procedure: To a solution of 2-methyl-1H-imidazo[4,5-c]pyridine in 50 ml of dimethylformamide was added 1.43 g of 50% sodium hydride in oil followed, after 20 minutes, by 1.86 ml of methyl iodide. After stirring at room temperature overnight, the solvent was concentrated in vacuo and the residue treated with chloroform and filtered. Removal of the chloroform gave a brown solid which was chromatographed on 150 g of silica gel using 5% methanol in chloroform as the eluent giving 774 mg of a less polar isomer ... Isolated yield 25.0%. Reported procedure: Prepared in analogy to Example 4 from rac-(3-hydroxy-pyrrolidin-1-yl)-(2-isopropoxy-5-methanesulfonyl-phenyl)-methanone (Example 9(a)) and 4-nitrophenol. The crude material was purified by reversed phase HPLC (acetonitrile/water) to yield the title compound as an amorphous white solid (yield 25%). MS (m/e): 449.3 (M+H+, 100%). Starting materials: OC1CN(CC1)C(=O)C1=C(C=CC(=C1)S(=O)(=O)C)OC(C)C (rac-(3-hydroxy-pyrrolidin-1-yl)-(2-isopropoxy-5-methanesulfonyl-phenyl)-methanone), [N+](=O)([O-])C1=CC=C(C=C1)O (4-nitrophenol). RXN SMILES: [OH:1][CH:2]1[CH2:6][CH2:5][N:4]([C:7]([C:9]2[CH:14]=[C:13]([S:15]([CH3:18])(=[O:17])=[O:16])[CH:12]=[CH:11][C:10]=2[O:19][CH:20]([CH3:22])[CH3:21])=[O:8])[CH2:3]1.[N+:23]([C:26]1[CH:31]=[CH:30][C:29](O)=[CH:28][CH:27]=1)([O-:25])=[O:24]>>[CH:20]([O:19][C:10]1[CH:11]=[CH:12][C:13]([S:15]([CH3:18])(=[O:17])=[O:16])=[CH:14][C:9]=1[C:7]([N:4]1[CH2:5][CH2:6][CH:2]([O:1][C:29]2[CH:30]=[CH:31][C:26]([N+:23]([O-:25])=[O:24])=[CH:27][CH:28]=2)[CH2:3]1)=[O:8])([CH3:22])[CH3:21]. Product: C(C)(C)OC1=C(C=C(C=C1)S(=O)(=O)C)C(=O)N1CC(CC1)OC1=CC=C(C=C1)[N+](=O)[O-] (Rac-(2-Isopropoxy-5-methanesulfonyl-phenyl)-[3-(4-nitro-phenoxy)-pyrrolidin-1-yl]-methanone). Starting materials: COC=1C=C2CCC(C2=CC1)=O (5-methoxy-indan-1-one). The solvent is Br.CC(=O)O (HBr HOAc). Reaction conditions: temperature 23 celsius. The product is OC=1C=C2CCC(C2=CC1)=O (5-Hydroxy-indan-1 -one). Yield: 36.0%. Reaction SMILES: C[O:2][C:3]1[CH:4]=[C:5]2[C:9](=[CH:10][CH:11]=1)[C:8](=[O:12])[CH2:7][CH2:6]2>Br.CC(O)=O>[OH:2][C:3]1[CH:4]=[C:5]2[C:9](=[CH:10][CH:11]=1)[C:8](=[O:12])[CH2:7][CH2:6]2 |f:1.2|. Procedure details: A solution of 5-methoxy-indan-1-one (4.9 grams, 30 mmol)in 1:1 concentrated HBr/HOAc (150 mL) was heated at 112° C. for 28 hours. The reaction was cooled to 23° C. and filtered through celite. The filtrate was diluted with ethyl acetate (1000 mL) and washed with saturated aqueous NaCl (100 mL), saturated aqueous NaHCO3 (2×100 mL) and with saturated aqueous NaCl (100 mL). The ethyl acetate solution was dried (MgSO4) and concentrated in vacuo to give 1.6 grams of crude product. 1H NMR (250 MHz, d6... Reactants: C1CCOC1, C1CNCCN1, COC(=O)c1ccc(F)c(F)c1. The product is COC(=O)c1ccc(N2CCNCC2)c(F)c1. Reaction SMILES: [CH2:19]1[O:20][CH2:21][CH2:22][CH2:23]1.[CH2:1]1[CH2:2][NH:3][CH2:4][CH2:5][NH:6]1.[F:7][c:8]1[cH:9][c:10]([C:11](=[O:12])[O:13][CH3:14])[cH:15][cH:16][c:17]1[F:18]>>[CH2:1]1[CH2:2][N:3]([c:17]2[c:8]([F:7])[cH:9][c:10]([C:11](=[O:12])[O:13][CH3:14])[cH:15][cH:16]2)[CH2:4][CH2:5][NH:6]1.